This data is from the Open Reaction Database (ORD), a public repository of structured organic reaction records. The task is: describe an organic reaction: reactants, conditions, products, and yield Yields the product CN1CCN(C(=O)N(C)c2ccc([N+](=O)[O-])c(N3CCCCC3)c2)CC1. RXN SMILES: [CH3:13][NH:14][c:15]1[cH:16][c:17]([N:24]2[CH2:25][CH2:26][CH2:27][CH2:28][CH2:29]2)[c:18]([N+:21](=[O:22])[O-:23])[cH:19][cH:20]1.[CH3:39][N:40]1[CH2:41][CH2:42][NH:43][CH2:44][CH2:45]1.[CH:30]([N:31]([CH2:32][CH3:33])[CH:34]([CH3:35])[CH3:36])([CH3:37])[CH3:38].[Cl:1][C:2]([Cl:3])([O:4][C:5]([O:6][C:7]([Cl:8])([Cl:9])[Cl:10])=[O:11])[Cl:12].[Cl:46][CH2:47][Cl:48].[Cl:49][CH:50]([Cl:51])[Cl:52]>>[C:5](=[O:11])([N:14]([CH3:13])[c:15]1[cH:16][c:17]([N:24]2[CH2:25][CH2:26][CH2:27][CH2:28][CH2:29]2)[c:18]([N+:21](=[O:22])[O-:23])[cH:19][cH:20]1)[N:43]1[CH2:42][CH2:41][N:40]([CH3:39])[CH2:45][CH2:44]1. The reactants are CNc1ccc([N+](=O)[O-])c(N2CCCCC2)c1, CN1CCNCC1, CCN(C(C)C)C(C)C, O=C(OC(Cl)(Cl)Cl)OC(Cl)(Cl)Cl, ClCCl, ClC(Cl)Cl. Reactants: CI (Methyl iodide), C(=O)=O (CO2), C(C)(C)NC(C)C (Diisopropyl amine), [Li] (lithium), solution, C[C@@H]1CC2=CC[C@H]3[C@@H]4CCC([C@@]4(C)CC[C@@H]3[C@]2(CC1)C)=O (3β-Methylandrost-5-en-17-one). Solvent: O1CCCC1 (tetrahydrofuran), C(Cl)(Cl)(Cl)Cl (CCl4), O1CCCC1 (tetrahydrofuran), CCCCCC (hexane), O1CCCC1 (tetrahydrofuran). Reaction conditions: time 0.25 hour. Yields the product C[C@@H]1CC2=CC[C@H]3[C@@H]4C[C@H](C([C@@]4(C)CC[C@@H]3[C@]2(CC1)C)=O)C (3β,16α-dimethylandrost-5-en-17-one). Yield: 74.0%. As a reaction SMILES: C(NC(C)C)(C)C.[Li].[C:9](=[O:11])=O.[CH3:12][C@H:13]1[CH2:30][CH2:29][C@@:28]2([CH3:31])[C:15](=[CH:16][CH2:17][C@@H:18]3[C@@H:27]2[CH2:26][CH2:25][C@@:23]2([CH3:24])[C@H:19]3[CH2:20][CH2:21][C:22]2=O)[CH2:14]1.CI>O1CCCC1.CCCCCC.C(Cl)(Cl)(Cl)Cl>[CH3:12][C@H:13]1[CH2:30][CH2:29][C@@:28]2([CH3:31])[C:15](=[CH:16][CH2:17][C@@H:18]3[C@@H:27]2[CH2:26][CH2:25][C@@:23]2([CH3:24])[C@H:19]3[CH2:20][C@@H:21]([CH3:22])[C:9]2=[O:11])[CH2:14]1 |^1:7|. Reported procedure: Diisopropyl amine (1.165 g, 11.5 mmol) was dissolved in dry tetrahydrofuran (30 mL) at -78° C. under N2. n-Btyl lithium (4.44 mL of a 2.6M solution in hexane, 11.5 mmol) was added via syringe and the solution warmed to -23° C. (CO2, CCl4) for 0.25 h. 3β-Methylandrost-5-en-17-one (3.0 g, 10.4 mmol) in dry tetrahydrofuran (30 ml) was added via syringe and the solution stirred for 0.25 h. Methyl iodide (7.0 g, 49.33 mmol) in dry tetrahydrofuran (30 mL) was added dropwise and the mixture stirred at ... Starting materials: ClCCS(=O)(=O)C1=CC=CC=C1 ((β-chloroethylsulfonyl)benzene), C1(=CC=CC=C1)C (toluene), C([O-])([O-])=O.[K+].[K+] (potassium carbonate), C(C)(C)N(CC)C(C)C (diisopropylethylamine). Run in O (water). Run at temperature 40 celsius, time 4 hour. Product: C1(=CC=CC=C1)S(=O)(=O)C=C (phenylvinylsulfone). Isolated yield 82.0%. Reaction SMILES: Cl[CH2:2][CH2:3][S:4]([C:7]1[CH:12]=[CH:11][CH:10]=[CH:9][CH:8]=1)(=[O:6])=[O:5].C1(C)C=CC=CC=1.C(=O)([O-])[O-].[K+].[K+].C(N(C(C)C)CC)(C)C>O>[C:7]1([S:4]([CH:3]=[CH2:2])(=[O:6])=[O:5])[CH:12]=[CH:11][CH:10]=[CH:9][CH:8]=1 |f:2.3.4|. Procedure: (β-chloroethylsulfonyl)benzene (4.09 g, 20 mmol) was added to 20 g of toluene, to this solution were added 3.00 g of 49% aqueous potassium carbonate solution (potassium carbonate 10.6 mmol) and 113 mg (1.0 mmol) or diisopropylethylamine, and the mixture was stirred for 4 hours at 40° C. Then, 10 g of water was added and the mixture was separated to an organic phase and aqueous phase. This aqueous phase was extracted by chloroform, and the resulted organic phase was combined with the previous org... Reactants: ClCCl, CC(C)(C)OC(=O)N(CCc1ccc(C(F)(F)F)cc1)C1CCN(CC2(C)Cn3cc([N+](=O)[O-])nc3O2)CC1, [Na+], O=C(O)C(F)(F)F, O=C([O-])O. The product is CC1(CN2CCC(NCCc3ccc(C(F)(F)F)cc3)CC2)Cn2cc([N+](=O)[O-])nc2O1. RXN SMILES: [CH2:52]([Cl:53])[Cl:54].[CH3:1][C:2]1([CH2:13][N:14]2[CH2:15][CH2:16][CH:17]([N:20]([C:21](=[O:22])[O:23][C:24]([CH3:25])([CH3:26])[CH3:27])[CH2:28][CH2:29][c:30]3[cH:31][cH:32][c:33]([C:36]([F:37])([F:38])[F:39])[cH:34][cH:35]3)[CH2:18][CH2:19]2)[CH2:3][n:4]2[c:5]([n:7][c:8]([N+:10](=[O:11])[O-:12])[cH:9]2)[O:6]1.[Na+:47].[OH:40][C:41]([C:42]([F:43])([F:44])[F:45])=[O:46].[OH:48][C:49](=[O:50])[O-:51]>>[CH3:1][C:2]1([CH2:13][N:14]2[CH2:15][CH2:16][CH:17]([NH:20][CH2:28][CH2:29][c:30]3[cH:31][cH:32][c:33]([C:36]([F:37])([F:38])[F:39])[cH:34][cH:35]3)[CH2:18][CH2:19]2)[CH2:3][n:4]2[c:5]([n:7][c:8]([N+:10](=[O:11])[O-:12])[cH:9]2)[O:6]1. Starting materials: C(#N)C1=CC=C(C=C1)CC(=O)OC (methyl (4-cyanophenyl)acetate), Cl.NO (hydroxylamine hydrochloride), C(=O)(O)[O-].[Na+] (NaHCO3). Run in CO (MeOH). Conditions: temperature 60 celsius, time 18 hour. Yields the product ONC(=N)C1=CC=C(C=C1)CC(=O)OC (methyl [4-(N-hydroxycarbamimidoyl)-phenyl]-acetate). The yield is 63.4%. RXN SMILES: [C:1]([C:3]1[CH:8]=[CH:7][C:6]([CH2:9][C:10]([O:12][CH3:13])=[O:11])=[CH:5][CH:4]=1)#[N:2].Cl.[NH2:15][OH:16].C([O-])(O)=O.[Na+]>CO>[OH:16][NH:15][C:1]([C:3]1[CH:8]=[CH:7][C:6]([CH2:9][C:10]([O:12][CH3:13])=[O:11])=[CH:5][CH:4]=1)=[NH:2] |f:1.2,3.4|. Reported procedure: To a solution of methyl (4-cyanophenyl)acetate (4.00 g, 27.8 mmol) in MeOH (20 mL), hydroxylamine hydrochloride (3.17 g, 45.7 mmol) and NaHCO3 (3.84 g, 45.7 mmol) is added. The suspension is stirred at 60° C. for 18 h before it is filtered and the filtrate is concentrated. The residue is dissolved in DCM, washed with water followed by brine, dried over MgSO4, filtered, concentrated and dried to give methyl [4-(N-hydroxycarbamimidoyl)-phenyl]-acetate (3.67 g) as a colourless oil; LC-MS: tR=0.50 m... Reactants: C(C)N1C(=O)N(C=2N=CNC2C1=O)CC (1,3-diethyl-xanthine), BrCCCC=C (5-bromopent-1-ene). The product is C(C)N1C(=O)N(C=2N=CN(C2C1=O)CCCC=C)CC (1,3-Diethyl-7-(pent-4-enyl)-xanthine). RXN SMILES: [CH2:1]([N:3]1[C:12](=[O:13])[C:11]2[NH:10][CH:9]=[N:8][C:7]=2[N:6]([CH2:14][CH3:15])[C:4]1=[O:5])[CH3:2].Br[CH2:17][CH2:18][CH2:19][CH:20]=[CH2:21]>>[CH2:1]([N:3]1[C:12](=[O:13])[C:11]2[N:10]([CH2:21][CH2:20][CH2:19][CH:18]=[CH2:17])[CH:9]=[N:8][C:7]=2[N:6]([CH2:14][CH3:15])[C:4]1=[O:5])[CH3:2]. Procedure details: is prepared analogously to Example 12 from 1,3-diethyl-xanthine and 5-bromopent-1-ene; the yield relative to the starting material used is 84%. The product is FC1(CC(CC1)C1=NSC(=C1COC1=C(C=C(C=C1F)CCC(=O)O)F)C(F)(F)F)F (3-(4-[[3-(3,3-difluorocyclopentyl)-5-(trifluoromethyl)-1,2-thiazol-4-yl]methoxy]-3,5-difluorophenyl)propanoic acid). As a reaction SMILES: [F:1][C:2]1([F:18])[CH2:6][CH2:5][CH:4]([C:7]2[C:11]([CH2:12][OH:13])=[C:10]([C:14]([F:17])([F:16])[F:15])[S:9][N:8]=2)[CH2:3]1.[F:19][C:20]1[CH:21]=[C:22]([CH2:28][CH2:29][C:30]([O:32]CC)=[O:31])[CH:23]=[C:24]([F:27])[C:25]=1O>>[F:18][C:2]1([F:1])[CH2:6][CH2:5][CH:4]([C:7]2[C:11]([CH2:12][O:13][C:25]3[C:24]([F:27])=[CH:23][C:22]([CH2:28][CH2:29][C:30]([OH:32])=[O:31])=[CH:21][C:20]=3[F:19])=[C:10]([C:14]([F:16])([F:17])[F:15])[S:9][N:8]=2)[CH2:3]1. The reactants are FC1(CC(CC1)C1=NSC(=C1CO)C(F)(F)F)F ([3-(3,3-difluorocyclopentyl)-5-(trifluoromethyl)-1,2-thiazol-4-yl]methanol), FC=1C=C(C=C(C1O)F)CCC(=O)OCC (ethyl 3-(3,5-difluoro-4-hydroxyphenyl)propanoate). Reported procedure: The title compound was prepared according to the procedure described in Example 1 starting following Step 5 and 6 coupling [3-(3,3-difluorocyclopentyl)-5-(trifluoromethyl)-1,2-thiazol-4-yl]methanol and ethyl 3-(3,5-difluoro-4-hydroxyphenyl)propanoate followed by hydrolysis to afford the desired product as an off-white solid. 1H NMR (300 MHz, CD3OD) δ 6.90-6.98 (m, 2H), 5.22 (s, 2H), 3.88-3.94 (m, 1H), 2.89 (t, J=7.5 Hz, 2H), 2.50-2.64 (m, 4H), 2.20-2.41 (m, 4H). 19F NMR (300 MHz, CD3OD) δ−56.37,...